From a dataset of the Open Reaction Database (ORD), a public repository of structured organic reaction records. describe an organic reaction: reactants, conditions, products, and yield The reactants are NC1=CC(=C(C=C1)O)C(C)C (4-Amino-2-isopropyl-phenol), C(C)(C)C1=C(C=CC=C1)O (2-isopropylphenol). Product: NC1=CC(=C(C=C1)O)C(C)(C)C (4-amino-2-t-butylphenol). RXN SMILES: [NH2:1][C:2]1[CH:7]=[CH:6][C:5]([OH:8])=[C:4]([CH:9]([CH3:11])[CH3:10])[CH:3]=1.[CH:12](C1C=CC=CC=1O)(C)C>>[NH2:1][C:2]1[CH:7]=[CH:6][C:5]([OH:8])=[C:4]([C:9]([CH3:12])([CH3:11])[CH3:10])[CH:3]=1. Reported procedure: 4-amino-2-t-butylphenol was prepared by the procedure described in the preparation of 4-Amino-2-isopropyl-phenol substituting 2-tert. butylphenol for 2-isopropylphenol. Starting materials: CC=1C=C(NC2=C(C(=O)OC(C)(C)C)C=CC(=C2)CCC2=CC=CC=C2)C=CC1 (tert-butyl 2-(3-methylanilino)-4-phenethylbenzoate). The solvent is FC(C(=O)O)(F)F (Trifluoroacetic acid). Run at time 2 hour. Yields the product CC=1C=C(NC2=C(C(=O)O)C=CC(=C2)CCC2=CC=CC=C2)C=CC1 (2-(3-methylanilino)-4-phenethylbenzoic acid). Reaction SMILES: [CH3:1][C:2]1[CH:3]=[C:4]([CH:27]=[CH:28][CH:29]=1)[NH:5][C:6]1[CH:18]=[C:17]([CH2:19][CH2:20][C:21]2[CH:26]=[CH:25][CH:24]=[CH:23][CH:22]=2)[CH:16]=[CH:15][C:7]=1[C:8]([O:10]C(C)(C)C)=[O:9]>FC(F)(F)C(O)=O>[CH3:1][C:2]1[CH:3]=[C:4]([CH:27]=[CH:28][CH:29]=1)[NH:5][C:6]1[CH:18]=[C:17]([CH2:19][CH2:20][C:21]2[CH:26]=[CH:25][CH:24]=[CH:23][CH:22]=2)[CH:16]=[CH:15][C:7]=1[C:8]([OH:10])=[O:9]. Procedure: Trifluoroacetic acid 10 mL was added to the obtained tert-butyl 2-(3-methylanilino)-4-phenethylbenzoate, and it was stirred at room temperature for 2 hours. The solvent was removed under reduced pressure, and the obtained residue was refined by reversed-phase silica gel column chromatography [eluent; 77-100% acetonitrile/0.1% trifluoroacetic acid aqueous solution] to give 2-(3-methylanilino)-4-phenethylbenzoic acid 15 mg of white solid. Reactants: C(C)C1=C(C2=C(CN(CC2)C(CCCCCC2=CC=CC=C2)=O)O1)CNC (1-(2-Ethylmethylaminomethyl-5,7-dihydro-4H-furo[2,3-c]pyridin-6-yl)-6-phenylhexan-1-one), Cl (hydrogen chloride). Run in CO (methanol), CO (methanol). Product: Cl.C(C)C1=C(C2=C(CN(CC2)C(CCCCCC2=CC=CC=C2)=O)O1)CNC (1-(2-ethylmethylaminomethyl-5,7-dihydro-4H-furo[2,3-c]pyridin-6-yl)-6-phenylhexan-1-one hydrochloride). Reaction SMILES: [CH2:1]([C:3]1[O:24][C:6]2[CH2:7][N:8]([C:11](=[O:23])[CH2:12][CH2:13][CH2:14][CH2:15][CH2:16][C:17]3[CH:22]=[CH:21][CH:20]=[CH:19][CH:18]=3)[CH2:9][CH2:10][C:5]=2[C:4]=1[CH2:25][NH:26][CH3:27])[CH3:2].[ClH:28]>CO>[ClH:28].[CH2:1]([C:3]1[O:24][C:6]2[CH2:7][N:8]([C:11](=[O:23])[CH2:12][CH2:13][CH2:14][CH2:15][CH2:16][C:17]3[CH:18]=[CH:19][CH:20]=[CH:21][CH:22]=3)[CH2:9][CH2:10][C:5]=2[C:4]=1[CH2:25][NH:26][CH3:27])[CH3:2] |f:3.4|. Procedure details: 1-(2-Ethylmethylaminomethyl-5,7-dihydro-4H-furo[2,3-c]pyridin-6-yl)-6-phenylhexan-1-one 0.108 g was dissolved in 2 ml of methanol; hydrogen chloride in methanol was added in excess, followed by stirring. This mixture was concentrated to yield the desired product. Reactants: CC(Br)C(=O)OC(C)(C)C, N#Cc1ccc(NCC2CC2)cc1Cl. Product: CC(C(=O)OC(C)(C)C)N(CC1CC1)c1ccc(C#N)c(Cl)c1. As a reaction SMILES: [Br:15][CH:16]([C:17](=[O:18])[O:19][C:20]([CH3:21])([CH3:22])[CH3:23])[CH3:24].[Cl:1][c:2]1[c:3]([C:4]#[N:5])[cH:6][cH:7][c:8]([NH:10][CH2:11][CH:12]2[CH2:13][CH2:14]2)[cH:9]1>>[Cl:1][c:2]1[c:3]([C:4]#[N:5])[cH:6][cH:7][c:8]([N:10]([CH2:11][CH:12]2[CH2:13][CH2:14]2)[CH:16]([C:17](=[O:18])[O:19][C:20]([CH3:21])([CH3:22])[CH3:23])[CH3:24])[cH:9]1. Reactants: CC(C)(C)N1C=NC=2C=[N+](C=3C=CC=CC3C21)[O-] (1-(1,1-dimethylethyl)-1H-imidazo-[4,5-c]quinoline-5-oxide), product, C(C)(=O)OC(C)=O (acetic anhydride). Reaction conditions: temperature 20 celsius. Product: CC(C)(C)N1C=NC=2C(=NC=3C=CC=CC3C21)O (1-(1,1-dimethylethyl)-1H-imidazo[4,5-c]-quinolin-4-ol). Reaction SMILES: [CH3:1][C:2]([N:5]1[C:17]2[C:16]3[CH:15]=[CH:14][CH:13]=[CH:12][C:11]=3[N+:10]([O-])=[CH:9][C:8]=2[N:7]=[CH:6]1)([CH3:4])[CH3:3].C(OC(=O)C)(=[O:21])C>>[CH3:1][C:2]([N:5]1[C:17]2[C:16]3[CH:15]=[CH:14][CH:13]=[CH:12][C:11]=3[N:10]=[C:9]([OH:21])[C:8]=2[N:7]=[CH:6]1)([CH3:4])[CH3:3]. Reported procedure: To 50 mL of acetic anhydride was added 11.5 g (0.0477 mole) of 1-(1,1-dimethylethyl)-1H-imidazo-[4,5-c]quinoline-5-oxide (product of Example 13) and the slurry was heated on a steam bath for a few minutes, then allowed to cool to about 20° C. The solid was separated by filtration and washed with an ethanol-hexane mixture. Slurring with dilute ammonium hydroxide, filtration and washing with water provided solid which has recrystallized from an ethanol-dichloromethane mixture to provide colorless ... Starting materials: C(C)(C)(C)N1N=C(C=C1C1=NC(=NC=C1)SC)C(=O)N (1-tert-butyl-5-[2-(methylsulfanyl)pyrimidin-4-yl]-1H-pyrazole-3-carboxamide), C1(=CC=CC=C1)B(O)O (phenyl boronic acid). The reagents and catalysts are S1C(=CC=C1)C(=O)[O-].[Cu+2].S1C(=CC=C1)C(=O)[O-] (copper thiophencarboxylate), C=1C=CC(=CC1)[P](C=2C=CC=CC2)(C=3C=CC=CC3)[Pd]([P](C=4C=CC=CC4)(C=5C=CC=CC5)C=6C=CC=CC6)([P](C=7C=CC=CC7)(C=8C=CC=CC8)C=9C=CC=CC9)[P](C=1C=CC=CC1)(C=1C=CC=CC1)C=1C=CC=CC1 (palladium tetrakis). The solvent is C1CCOC1 (THF). Run at temperature 130 celsius. Product: C(C)(C)(C)N1N=C(C=C1C1=NC(=NC=C1)C1=CC=CC=C1)C(=O)N (1-tert-butyl-5-(2-phenylpyrimidin-4-yl)-1H-pyrazole-3-carboxamide). Yield: 23.0%. As a reaction SMILES: [C:1]([N:5]1[C:9]([C:10]2[CH:15]=[CH:14][N:13]=[C:12](SC)[N:11]=2)=[CH:8][C:7]([C:18]([NH2:20])=[O:19])=[N:6]1)([CH3:4])([CH3:3])[CH3:2].[C:21]1(B(O)O)[CH:26]=[CH:25][CH:24]=[CH:23][CH:22]=1>C1COCC1.S1C=CC=C1C([O-])=O.[Cu+2].S1C=CC=C1C([O-])=O.C1C=CC([P]([Pd]([P](C2C=CC=CC=2)(C2C=CC=CC=2)C2C=CC=CC=2)([P](C2C=CC=CC=2)(C2C=CC=CC=2)C2C=CC=CC=2)[P](C2C=CC=CC=2)(C2C=CC=CC=2)C2C=CC=CC=2)(C2C=CC=CC=2)C2C=CC=CC=2)=CC=1>[C:1]([N:5]1[C:9]([C:10]2[CH:15]=[CH:14][N:13]=[C:12]([C:21]3[CH:26]=[CH:25][CH:24]=[CH:23][CH:22]=3)[N:11]=2)=[CH:8][C:7]([C:18]([NH2:20])=[O:19])=[N:6]1)([CH3:4])([CH3:3])[CH3:2] |f:3.4.5,^1:55,57,76,95|. Procedure details: 50 mg (0.172 mmol) of 1-tert-butyl-5-[2-(methylsulfanyl)pyrimidin-4-yl]-1H-pyrazole-3-carboxamide, 42 mg (0.343 mmol) of phenyl boronic acid, 98 mg (0.515 mmol) of copper thiophencarboxylate and 20 mg (0.017 mmol) of palladium tetrakis were suspended in 1.5 mL of dry THF under argon atmosphere. The resulting suspension was heated a 130° C. for 1 h by microwave irradiation. The reaction mixture was then filtered on a silica plug, diluted with AcOEt and washed with aqueous NH4OH. The organic layer... The reactants are Cc1c(Br)c(=O)n(C2CCCC2)c2nc(Nc3ccc(N4CCOCC4)cn3)ncc12, C=C(OCC)[Sn](CCCC)(CCCC)CCCC, Cc1ccccc1, c1ccc(P(c2ccccc2)(c2ccccc2)[Pd](P(c2ccccc2)(c2ccccc2)c2ccccc2)(P(c2ccccc2)(c2ccccc2)c2ccccc2)P(c2ccccc2)(c2ccccc2)c2ccccc2)cc1. Product: C=C(OCC)c1c(C)c2cnc(Nc3ccc(N4CCOCC4)cn3)nc2n(C2CCCC2)c1=O. As a reaction SMILES: [Br:1][c:2]1[c:3]([CH3:31])[c:4]2[c:5]([n:6][c:7]([NH:10][c:11]3[n:12][cH:13][c:14]([N:17]4[CH2:18][CH2:19][O:20][CH2:21][CH2:22]4)[cH:15][cH:16]3)[n:8][cH:9]2)[n:23]([CH:26]2[CH2:27][CH2:28][CH2:29][CH2:30]2)[c:24]1=[O:25].[CH2:32]([Sn:33]([CH2:34][CH2:35][CH2:36][CH3:42])([C:37](=[CH2:38])[O:39][CH2:40][CH3:41])[CH2:43][CH2:44][CH2:45][CH3:46])[CH2:47][CH2:48][CH3:49].[CH3:50][c:51]1[cH:52][cH:53][cH:54][cH:55][cH:56]1.[cH:57]1[cH:58][cH:59][c:60]([P:61]([Pd:62]([P:63]([c:64]2[cH:65][cH:66][cH:67][cH:68][cH:69]2)([c:70]2[cH:71][cH:72][cH:73][cH:74][cH:75]2)[c:76]2[cH:77][cH:78][cH:79][cH:80][cH:81]2)([P:82]([c:83]2[cH:84][cH:85][cH:86][cH:87][cH:88]2)([c:89]2[cH:90][cH:91][cH:92][cH:93][cH:94]2)[c:95]2[cH:96][cH:97][cH:98][cH:99][cH:100]2)[P:101]([c:102]2[cH:103][cH:104][cH:105][cH:106][cH:107]2)([c:108]2[cH:109][cH:110][cH:111][cH:112][cH:113]2)[c:114]2[cH:115][cH:116][cH:117][cH:118][cH:119]2)([c:120]2[cH:121][cH:122][cH:123][cH:124][cH:125]2)[c:126]2[cH:127][cH:128][cH:129][cH:130][cH:131]2)[cH:132][cH:133]1>>[c:2]1([C:37](=[CH2:38])[O:39][CH2:40][CH3:41])[c:3]([CH3:31])[c:4]2[c:5]([n:6][c:7]([NH:10][c:11]3[n:12][cH:13][c:14]([N:17]4[CH2:18][CH2:19][O:20][CH2:21][CH2:22]4)[cH:15][cH:16]3)[n:8][cH:9]2)[n:23]([CH:26]2[CH2:27][CH2:28][CH2:29][CH2:30]2)[c:24]1=[O:25].